Dataset: the Open Reaction Database (ORD), a public repository of structured organic reaction records. Task: describe an organic reaction: reactants, conditions, products, and yield Starting materials: aqueous solution, S(O)(O)(=O)=O (sulfuric acid), NC(=S)N (thiourea), [N+](=O)([O-])[O-].[NH4+] (ammonium nitrate), O1C(CSCC2SCC(SC2)CSCC2CO2)C1 (2,5-bis(β-epoxypropylthiomethyl)-1,4-dithiane). The solvent is C1(=CC=CC=C1)C (toluene), C1(=CC=CC=C1)C (toluene), CO (methanol). Yields the product S1C(CSCC2SCC(SC2)CSCC2CS2)C1 (2,5-bis(β-epithiopropylthiomethyl)-1,4-dithiane). The yield is 83.0%. RXN SMILES: N[C:2](N)=[S:3].[N+]([O-])([O-])=O.[NH4+].O1[CH2:27][CH:11]1[CH2:12][S:13][CH2:14][CH:15]1[CH2:20][S:19][CH:18]([CH2:21][S:22][CH2:23][CH:24]2OC2)[CH2:17][S:16]1.[S:28](=O)(=O)(O)O>C1(C)C=CC=CC=1.CO>[S:3]1[CH2:2][CH:24]1[CH2:23][S:22][CH2:21][CH:18]1[CH2:17][S:16][CH:15]([CH2:14][S:13][CH2:12][CH:11]2[S:28][CH2:27]2)[CH2:20][S:19]1 |f:1.2|. Reported procedure: 305 g of thiourea, 3000 ml of methanol, 1500 ml of toluene, 10 g of ammonium nitrate, and 373 g of 2,5-bis(β-epoxypropylthiomethyl)-1,4-dithiane were mixed and reacted at 20° C. for 9 hours in a nitrogen atmosphere. During the reaction, no polymer was deposited. After the reaction, 3800 ml of toluene and 460 ml of 10% aqueous solution of sulfuric acid were put to the reaction vessel to extract the reaction product. Then, the extracted product was washed with 300 ml of water four times, and tolue...